From a dataset of the Open Reaction Database (ORD), a public repository of structured organic reaction records. describe an organic reaction: reactants, conditions, products, and yield Starting materials: COc1ccnc(Br)c1, Cc1ccc(B(O)O)cc1[N+](=O)[O-], COCCOC, CCOC(C)=O, [Na+], [Na+], O=C([O-])[O-], [Pd], c1ccc(P(c2ccccc2)c2ccccc2)cc1, c1ccc(P(c2ccccc2)c2ccccc2)cc1, c1ccc(P(c2ccccc2)c2ccccc2)cc1, c1ccc(P(c2ccccc2)c2ccccc2)cc1. Product: COc1ccnc(-c2ccc(C)c([N+](=O)[O-])c2)c1. RXN SMILES: [Br:1][c:2]1[n:3][cH:4][cH:5][c:6]([O:8][CH3:9])[cH:7]1.[CH3:10][c:11]1[c:12]([N+:20](=[O:21])[O-:22])[cH:13][c:14]([B:17]([OH:18])[OH:19])[cH:15][cH:16]1.[CH3:29][O:30][CH2:31][CH2:32][O:33][CH3:34].[CH3:35][CH2:36][O:37][C:38](=[O:39])[CH3:40].[Na+:23].[Na+:24].[O-:25][C:26](=[O:27])[O-:28].[Pd:41].[c:42]1([P:43]([c:44]2[cH:45][cH:46][cH:47][cH:48][cH:49]2)[c:50]2[cH:51][cH:52][cH:53][cH:54][cH:55]2)[cH:56][cH:57][cH:58][cH:59][cH:60]1.[c:61]1([P:62]([c:63]2[cH:64][cH:65][cH:66][cH:67][cH:68]2)[c:69]2[cH:70][cH:71][cH:72][cH:73][cH:74]2)[cH:75][cH:76][cH:77][cH:78][cH:79]1.[c:80]1([P:81]([c:82]2[cH:83][cH:84][cH:85][cH:86][cH:87]2)[c:88]2[cH:89][cH:90][cH:91][cH:92][cH:93]2)[cH:94][cH:95][cH:96][cH:97][cH:98]1.[c:99]1([P:100]([c:101]2[cH:102][cH:103][cH:104][cH:105][cH:106]2)[c:107]2[cH:108][cH:109][cH:110][cH:111][cH:112]2)[cH:113][cH:114][cH:115][cH:116][cH:117]1>>[c:2]1(-[c:14]2[cH:13][c:12]([N+:20](=[O:21])[O-:22])[c:11]([CH3:10])[cH:16][cH:15]2)[n:3][cH:4][cH:5][c:6]([O:8][CH3:9])[cH:7]1. Reactants: BrCCCBr, CCOC(=O)Cc1cc(Cl)c(OCC(F)(F)F)c(Br)c1, [H-], [Na+], CN(C)C=O. Product: CCOC(=O)C1(c2cc(Cl)c(OCC(F)(F)F)c(Br)c2)CCC1. Reaction SMILES: [Br:23][CH2:24][CH2:25][CH2:26][Br:27].[Br:3][c:4]1[cH:5][c:6]([CH2:17][C:18](=[O:19])[O:20][CH2:21][CH3:22])[cH:7][c:8]([Cl:16])[c:9]1[O:10][CH2:11][C:12]([F:13])([F:14])[F:15].[H-:2].[Na+:1].[O:28]=[CH:29][N:30]([CH3:31])[CH3:32]>>[Br:3][c:4]1[cH:5][c:6]([C:17]2([C:18](=[O:19])[O:20][CH2:21][CH3:22])[CH2:24][CH2:25][CH2:26]2)[cH:7][c:8]([Cl:16])[c:9]1[O:10][CH2:11][C:12]([F:13])([F:14])[F:15]. The reactants are [OH-].[Na+] (sodium hydroxide), C(C)OC(=O)C1=CN=C(S1)NC1=C(C=CC=C1)\C=C\C1=NNC2=CC=CC=C12 ((E)-2-{2-[2-(1H-indazol-3-yl)vinyl]phenylamino}thiazole-5-carboxylic acid ethylester), O (water). The solvent is CO (methanol). Run at temperature 60 celsius, time 3 hour. The product is N1N=C(C2=CC=CC=C12)/C=C/C1=C(C=CC=C1)NC=1SC(=CN1)C(=O)O ((E)-2-{2-[2-(1H-indazol-3-yl)vinyl]phenylamino}thiazole-5-carboxylic acid). Isolated yield 70.3%. As a reaction SMILES: C([O:3][C:4]([C:6]1[S:10][C:9]([NH:11][C:12]2[CH:17]=[CH:16][CH:15]=[CH:14][C:13]=2/[CH:18]=[CH:19]/[C:20]2[C:28]3[C:23](=[CH:24][CH:25]=[CH:26][CH:27]=3)[NH:22][N:21]=2)=[N:8][CH:7]=1)=[O:5])C.[OH-].[Na+].O>CO>[NH:22]1[C:23]2[C:28](=[CH:27][CH:26]=[CH:25][CH:24]=2)[C:20](/[CH:19]=[CH:18]/[C:13]2[CH:14]=[CH:15][CH:16]=[CH:17][C:12]=2[NH:11][C:9]2[S:10][C:6]([C:4]([OH:5])=[O:3])=[CH:7][N:8]=2)=[N:21]1 |f:1.2|. Procedure details: Compound 165 (0.02 g, 0.051 mmol) was dissolved in methanol (1.0 mL) and 1 mol/L aqueous sodium hydroxide solution (1.0 mol) was added thereto, followed by stirring at 60° C. for 3 hours. The reaction mixture was added with water, washed with ethyl acetate and the aqueous layer was neutralized using 6 mol/L hydrochloric acid. The precipitated solid was triturated in ethyl acetate to obtain Compound 166 (13 mg, 72%). The reactants are O (water), [OH-].[Na+] (NaOH), O (water), ClC1=C(C2=CC(=CC=C2C(=C1)Cl)Cl)C(=O)OC (methyl 2,4,7-trichloro-1-naphthoate), [H-].[Al+3].[Li+].[H-].[H-].[H-] (lithium aluminum hydride), [H-].[Al+3].[Li+].[H-].[H-].[H-] (lithium aluminum hydride). The solvent is CCOCC (ether), CCOCC (ether). The product is ClC1=C(C2=CC(=CC=C2C(=C1)Cl)Cl)CO ((2,4,7-Trichloronaphthalen-1-yl)methanol). Yield: 85.0%. Reaction SMILES: [Cl:1][C:2]1[CH:11]=[C:10]([Cl:12])[C:9]2[C:4](=[CH:5][C:6]([Cl:13])=[CH:7][CH:8]=2)[C:3]=1[C:14](OC)=[O:15].[H-].[Al+3].[Li+].[H-].[H-].[H-].O.[OH-].[Na+]>CCOCC>[Cl:1][C:2]1[CH:11]=[C:10]([Cl:12])[C:9]2[C:4](=[CH:5][C:6]([Cl:13])=[CH:7][CH:8]=2)[C:3]=1[CH2:14][OH:15] |f:1.2.3.4.5.6,8.9|. Procedure details: A solution of methyl 2,4,7-trichloro-1-naphthoate (1.3 g, 4.5 mmoles) in ether (50 ml) was added dropwise (15 minutes) to a well stirred suspension of lithium aluminum hydride (0.25 g, 6 mmoles) in ether (25 ml). After stirring at room temperature for 17 hours the reaction mixture was treated with an additional 0.25 g of lithium aluminum hydride. The mixture was stirred for 3 hours, cooled in an ice-bath, and treated dropwise with 0.5 ml of water, 1.5 ml of 20% (w/v) of aqueous NaOH solution, an...